From a dataset of the Open Reaction Database (ORD), a public repository of structured organic reaction records. describe an organic reaction: reactants, conditions, products, and yield The reactants are CSC1=NC=C(C(=N1)NC1(CC1)C1=CC=CC=C1)C(=O)N (2-(methylthio)-4-(1-phenylcyclopropylamino)pyrimidine-5-carboxamide), C(=O)(C)OO (AcOOH). The solvent is C(=O)(C)C#N (AcCN). Reaction conditions: time 20 hour. Product: CS(=O)C1=NC=C(C(=N1)NC1(CC1)C1=CC=CC=C1)C(=O)N (2-(methylsulfinyl)-4-(1-phenylcyclopropylamino) pyrimidine-5-carboxamide). RXN SMILES: [CH3:1][S:2][C:3]1[N:8]=[C:7]([NH:9][C:10]2([C:13]3[CH:18]=[CH:17][CH:16]=[CH:15][CH:14]=3)[CH2:12][CH2:11]2)[C:6]([C:19]([NH2:21])=[O:20])=[CH:5][N:4]=1.C(OO)(C)=[O:23]>C(C#N)(C)=O>[CH3:1][S:2]([C:3]1[N:8]=[C:7]([NH:9][C:10]2([C:13]3[CH:14]=[CH:15][CH:16]=[CH:17][CH:18]=3)[CH2:11][CH2:12]2)[C:6]([C:19]([NH2:21])=[O:20])=[CH:5][N:4]=1)=[O:23]. Procedure: To a suspension of 2-(methylthio)-4-(1-phenylcyclopropylamino)pyrimidine-5-carboxamide (636 mg) in AcCN (3 mL) was added AcOOH (39% in AcOH, 0.7 mL). The mixture was stirred at room temperature for 20 h, and the solids were collected by filtration and dried in vacuo to give 2-(methylsulfinyl)-4-(1-phenylcyclopropylamino) pyrimidine-5-carboxamide (530 mg). MS 317.2 (M+H). The solvent is C1CCOC1 (THF). Procedure details: To a mixture of 2-[(benzyloxycarbonyl)(methyl)amino]-6-chloro-1-oxo-4-phenyl-1,2-dihydroisoquinoline-3-carboxylic acid (150 mg), triphenylphosphine (120 mg), 4-pyridinemethanol (51 mg) and THF (3.0 ml) was added diethyl azodicarboxylate toluene solution (40%, 210 μl) at 0° C. with stirring and the mixture was stirred at room temperature for 2 hrs. The reaction mixture was concentrated under reduced pressure and the residue was purified by medium pressure preparative LC (hexane/ethyl acetate=1/1-... Reactants: C1(=CC=CC=C1)C.N(=NC(=O)OCC)C(=O)OCC (diethyl azodicarboxylate toluene), C(C1=CC=CC=C1)OC(=O)N(N1C(C2=CC=C(C=C2C(=C1C(=O)O)C1=CC=CC=C1)Cl)=O)C (2-[(benzyloxycarbonyl)(methyl)amino]-6-chloro-1-oxo-4-phenyl-1,2-dihydroisoquinoline-3-carboxylic acid), C1(=CC=CC=C1)P(C1=CC=CC=C1)C1=CC=CC=C1 (triphenylphosphine), N1=CC=C(C=C1)CO (4-pyridinemethanol). The product is N1=CC=C(C=C1)COC(=O)C=1N(C(C2=CC=C(C=C2C1C1=CC=CC=C1)Cl)=O)N(C)C(=O)OCC1=CC=CC=C1 (2-[(benzyloxycarbonyl)(methyl)amino]-6-chloro-1-oxo-4-phenyl-1,2-dihydroisoquinoline-3-carboxylic acid pyridin-4-ylmethyl ester). As a reaction SMILES: [CH2:1]([O:8][C:9]([N:11]([CH3:33])[N:12]1[C:21]([C:22]([OH:24])=[O:23])=[C:20]([C:25]2[CH:30]=[CH:29][CH:28]=[CH:27][CH:26]=2)[C:19]2[C:14](=[CH:15][CH:16]=[C:17]([Cl:31])[CH:18]=2)[C:13]1=[O:32])=[O:10])[C:2]1[CH:7]=[CH:6][CH:5]=[CH:4][CH:3]=1.C1(P(C2C=CC=CC=2)C2C=CC=CC=2)C=CC=CC=1.[N:53]1[CH:58]=[CH:57][C:56]([CH2:59]O)=[CH:55][CH:54]=1.C1(C)C=CC=CC=1.N(C(OCC)=O)=NC(OCC)=O>C1COCC1>[N:53]1[CH:58]=[CH:57][C:56]([CH2:59][O:23][C:22]([C:21]2[N:12]([N:11]([C:9]([O:8][CH2:1][C:2]3[CH:7]=[CH:6][CH:5]=[CH:4][CH:3]=3)=[O:10])[CH3:33])[C:13](=[O:32])[C:14]3[C:19]([C:20]=2[C:25]2[CH:30]=[CH:29][CH:28]=[CH:27][CH:26]=2)=[CH:18][C:17]([Cl:31])=[CH:16][CH:15]=3)=[O:24])=[CH:55][CH:54]=1 |f:3.4|. The reactants are BrC1=C2C=3C=CC(=CC3NC2=C(C=C1)C(N)=O)C(=O)OCC (ethyl 5-bromo-8-carbamoyl-9H-carbazole-2-carboxylate), C(Cl)(Cl)(Cl)Cl (CCl4), C1CC(=O)N(C1=O)Cl (NCS). Solvent: CN1CCCC1=O (NMP). Run at temperature 45 celsius, time 2 hour. Product: BrC1=C2C=3C=CC(=CC3NC2=C(C=C1Cl)C(N)=O)C(=O)OCC (ethyl 5-bromo-8-carbamoyl-6-chloro-9H-carbazole-2-carboxylate). The yield is 67.0%. Reaction SMILES: [Br:1][C:2]1[CH:14]=[CH:13][C:12]([C:15](=[O:17])[NH2:16])=[C:11]2[C:3]=1[C:4]1[CH:5]=[CH:6][C:7]([C:18]([O:20][CH2:21][CH3:22])=[O:19])=[CH:8][C:9]=1[NH:10]2.C(Cl)(Cl)(Cl)[Cl:24].C1C(=O)N(Cl)C(=O)C1>CN1C(=O)CCC1>[Br:1][C:2]1[C:14]([Cl:24])=[CH:13][C:12]([C:15](=[O:17])[NH2:16])=[C:11]2[C:3]=1[C:4]1[CH:5]=[CH:6][C:7]([C:18]([O:20][CH2:21][CH3:22])=[O:19])=[CH:8][C:9]=1[NH:10]2. Reported procedure: To a mixture of ethyl 5-bromo-8-carbamoyl-9H-carbazole-2-carboxylate (90 g, 249 mmol), CCl4 (2900 mL), and NMP (600 mL) was added NCS (36.1 g, 271 mmol). The reaction mixture was stirred at 45° C. for 2 h. After cooling to room temperature, the solid was collected by vacuum filtration. The solid was stirred in methanol (1 L) at 60° C. for 2 h and then cooled to room temperature. The solid was collected and dried to give ethyl 5-bromo-8-carbamoyl-6-chloro-9H-carbazole-2-carboxylate (69.5 g, 167 m... Reactants: [N+](=O)([O-])C1=C(C=C(C=C1)N1CCCCC1)C1=NC=CC(=C1)C(O)C1=CC(=CC=C1)C(F)(F)F ((2-(2-nitro-5-(piperidin-1-yl)phenyl)pyridin-4-yl)(3-(trifluoromethyl)phenyl)methanol). Reagents/catalysts: [Pd] (Pd/C). The solvent is CO (methanol). Run at time 5 hour. Product: NC1=C(C=C(C=C1)N1CCCCC1)C1=NC=CC(=C1)C(O)C1=CC(=CC=C1)C(F)(F)F ((2-(2-amino-5-(piperidin-1-yl)phenyl)pyridin-4-yl)(3-(trifluoromethyl)-phenyl)methanol). The yield is 0.9%. As a reaction SMILES: [N+:1]([C:4]1[CH:9]=[CH:8][C:7]([N:10]2[CH2:15][CH2:14][CH2:13][CH2:12][CH2:11]2)=[CH:6][C:5]=1[C:16]1[CH:21]=[C:20]([CH:22]([C:24]2[CH:29]=[CH:28][CH:27]=[C:26]([C:30]([F:33])([F:32])[F:31])[CH:25]=2)[OH:23])[CH:19]=[CH:18][N:17]=1)([O-])=O>[Pd].CO>[NH2:1][C:4]1[CH:9]=[CH:8][C:7]([N:10]2[CH2:15][CH2:14][CH2:13][CH2:12][CH2:11]2)=[CH:6][C:5]=1[C:16]1[CH:21]=[C:20]([CH:22]([C:24]2[CH:29]=[CH:28][CH:27]=[C:26]([C:30]([F:33])([F:32])[F:31])[CH:25]=2)[OH:23])[CH:19]=[CH:18][N:17]=1. Procedure: A mixture of 123 mg of (2-(2-nitro-5-(piperidin-1-yl)phenyl)pyridin-4-yl)(3-(trifluoromethyl)phenyl)methanol 5.2b, 30 mg of moist 10% Pd/C, and 3 mL of methanol was stirred under a hydrogen atmosphere for 5 h. The mixture was filtered and the solvent was evaporated to provide 1.05 mg of product. MS (ES, m/z) 428.2 [M+H]+. Reactants: C(CCCC)OC1=CC=C(C=C1)N1SC(=CN1)C1=CC=C(C=C1)OC(C)=O (2-(4-n-pentyloxyphenyl)-5-(4-acetyloxyphenyl)-thiadiazole), [OH-].[K+] (KOH). The solvent is CO (methanol), CO (methanol). The product is C(CCCC)OC1=CC=C(C=C1)N1SC(=CN1)C1=CC=C(C=C1)O (2-(4-n-pentyloxyphenyl)-5-(4-hydroxyphenyl)-thiadiazole). Reaction SMILES: [CH2:1]([O:6][C:7]1[CH:12]=[CH:11][C:10]([N:13]2[NH:17][CH:16]=[C:15]([C:18]3[CH:23]=[CH:22][C:21]([O:24]C(=O)C)=[CH:20][CH:19]=3)[S:14]2)=[CH:9][CH:8]=1)[CH2:2][CH2:3][CH2:4][CH3:5].[OH-].[K+]>CO>[CH2:1]([O:6][C:7]1[CH:8]=[CH:9][C:10]([N:13]2[NH:17][CH:16]=[C:15]([C:18]3[CH:19]=[CH:20][C:21]([OH:24])=[CH:22][CH:23]=3)[S:14]2)=[CH:11][CH:12]=1)[CH2:2][CH2:3][CH2:4][CH3:5] |f:1.2|. Procedure: 2-(4-n-pentyloxyphenyl)-5-(4-acetyloxyphenyl)-thiadiazole 4.0 g (0.01 moles) was suspended in 40 mL methanol and mixed with a solution of 2.0 g KOH in 90 mL methanol. The mixture was heated for 2 hours under reflux. The solvent was subsequently distilled off in a rotary evaporator and the residue dissolved in 50 mL water. The solution was acidified with 5% HCl, and the precipitate formed was filtered off with suction and recrystallized from ethanol. The reactants are C1=CC=CC=C1 (benzene), NaNH2, 1-[12-(m-iodophenyl)-dodecyl]-2-methyl-rac-glycero-3-phosphocholine, C(C)(C)=C(O)C(O)CO (Isopropylidene glycerol), C(C1=CC=CC=C1)Cl (benzyl chloride). Run in O (H2O). The product is C(C1=CC=CC=C1)OCC1=CC=CC=C1 (benzyl ether), rac-1-O-benzyl-2,3-O-isopropylidine glycerol. The yield is 79.0%. As a reaction SMILES: [C:1](=[C:4]([CH:6]([CH2:8][OH:9])O)O)([CH3:3])C.[CH:10]1C=CC=C[CH:11]=1.[CH2:16](Cl)[C:17]1[CH:22]=[CH:21][CH:20]=[CH:19][CH:18]=1>O>[CH2:16]([O:9][CH2:8][C:6]1[CH:4]=[CH:1][CH:3]=[CH:11][CH:10]=1)[C:17]1[CH:22]=[CH:21][CH:20]=[CH:19][CH:18]=1. Reported procedure: Referring to FIG. 2, the preparation of 1-[12-(m-iodophenyl)-dodecyl]-2-methyl-rac-glycero-3-phosphocholine is described in detail. Isopropylidene glycerol (21.3 g, 161 mmol) was added dropwise into a flame-dried three-necked 200 ml round-bottomed flask containing anhydrous benzene (50 ml) and NaNH2 (6.62 g, 161 mmol) which was equipped with a reflux condenser. The reaction mixture was refluxed under anhydrous conditions for one hour before benzyl chloride (24.0 g, 193 mmol) was slowly added to ... Starting materials: ice water, [H-].[Na+] (Sodium hydride), ClC=1OC(=C(N1)C1=CC=C(C=C1)Cl)C(C(=O)OCC)=O (ethyl 2-[2-chloro-4-(4-chlorophenyl)-5-oxazolyl]-2-oxoacetate), CC=1NC=CN1 (2-methylimidazole). Solvent: CN(C=O)C (N,N-dimethylformamide). Run at time 1 hour. The product is ClC1=CC=C(C=C1)C=1N=C(OC1C(C(=O)OCC)=O)N1C(=NC=C1)C (ethyl 2-[4-(4-chlorophenyl)-2-(2-methyl-1-imidazolyl)-5-oxazolyl]-2-oxoacetate). The yield is 58.8%. As a reaction SMILES: [H-].[Na+].Cl[C:4]1[O:5][C:6]([C:16](=[O:22])[C:17]([O:19][CH2:20][CH3:21])=[O:18])=[C:7]([C:9]2[CH:14]=[CH:13][C:12]([Cl:15])=[CH:11][CH:10]=2)[N:8]=1.[CH3:23][C:24]1[NH:25][CH:26]=[CH:27][N:28]=1>CN(C)C=O>[Cl:15][C:12]1[CH:13]=[CH:14][C:9]([C:7]2[N:8]=[C:4]([N:25]3[CH:26]=[CH:27][N:28]=[C:24]3[CH3:23])[O:5][C:6]=2[C:16](=[O:22])[C:17]([O:19][CH2:20][CH3:21])=[O:18])=[CH:10][CH:11]=1 |f:0.1|. Reported procedure: Sodium hydride(oil, 60%, 710 mg) was gradually added to a mixture of ethyl 2-[2-chloro-4-(4-chlorophenyl)-5-oxazolyl]-2-oxoacetate(4.63 g), 2-methylimidazole(1.45 g) and N,N-dimethylformamide(50 ml) at 0° C. After stirring for 1 hour at room temperature, the reaction mixture was poured into ice water to give ethyl 2-[4-(4-chlorophenyl)-2-(2-methyl-1-imidazolyl)-5-oxazolyl]-2-oxoacetate(3.12 g, 59%). This was recrystallized from ethyl acetate-hexane to give colorless prisms. mp 126-127° C.